From a dataset of the Open Reaction Database (ORD), a public repository of structured organic reaction records. describe an organic reaction: reactants, conditions, products, and yield The reactants are FC1=CC=CC=2N=C(SC21)C(CC(C(F)F)=O)=O (1-(7-fluorobenzothiazol-2-yl)-4,4-difluorobutane-1,3-dione), Cl.S(N)(=O)(=O)C1=CC=C(C=C1)NN (4-sulfamoylphenylhydrazine hydrochloride). The product is FC1=CC=CC=2N=C(SC21)C2=CC(=NN2C2=CC=C(C=C2)S(=O)(=O)N)C(F)F (4-[5-(7-fluorobenzothiazol-2-yl)-3-difluoromethyl-1H-pyrazol-1-yl]benzenesulfonamide). Isolated yield 49.0%. As a reaction SMILES: [F:1][C:2]1[C:10]2[S:9][C:8]([C:11](=O)[CH2:12][C:13](=O)[CH:14]([F:16])[F:15])=[N:7][C:6]=2[CH:5]=[CH:4][CH:3]=1.Cl.[S:20]([C:24]1[CH:29]=[CH:28][C:27]([NH:30][NH2:31])=[CH:26][CH:25]=1)(=[O:23])(=[O:22])[NH2:21]>>[F:1][C:2]1[C:10]2[S:9][C:8]([C:11]3[N:30]([C:27]4[CH:26]=[CH:25][C:24]([S:20]([NH2:21])(=[O:23])=[O:22])=[CH:29][CH:28]=4)[N:31]=[C:13]([CH:14]([F:16])[F:15])[CH:12]=3)=[N:7][C:6]=2[CH:5]=[CH:4][CH:3]=1 |f:1.2|. Procedure details: The procedure of Example 9 was repeated using 1-(7-fluorobenzothiazol-2-yl)-4,4-difluorobutane-1,3-dione and 4-sulfamoylphenylhydrazine hydrochloride as the starting materials to obtain 4-[5-(7-fluorobenzothiazol-2-yl)-3-difluoromethyl-1H-pyrazol-1-yl]benzenesulfonamide (yield, 49%). Reactants: [Br-], [Br-], [Br-], CCCC[N+](CCCC)(CCCC)CCCC, CCCC[N+](CCCC)(CCCC)CCCC, CCCC[N+](CCCC)(CCCC)CCCC, ClCCl, CCCc1c(O)cccc1CO. The product is CCCc1c(O)ccc(Br)c1CO. As a reaction SMILES: [Br-:13].[Br-:14].[Br-:15].[CH2:16]([N+:17]([CH2:18][CH2:19][CH2:20][CH3:21])([CH2:22][CH2:23][CH2:24][CH3:25])[CH2:26][CH2:27][CH2:28][CH3:29])[CH2:30][CH2:31][CH3:32].[CH2:33]([N+:34]([CH2:35][CH2:36][CH2:37][CH3:38])([CH2:39][CH2:40][CH2:41][CH3:42])[CH2:43][CH2:44][CH2:45][CH3:46])[CH2:47][CH2:48][CH3:49].[CH2:50]([N+:51]([CH2:52][CH2:53][CH2:54][CH3:55])([CH2:56][CH2:57][CH2:58][CH3:59])[CH2:60][CH2:61][CH2:62][CH3:63])[CH2:64][CH2:65][CH3:66].[Cl:67][CH2:68][Cl:69].[OH:1][CH2:2][c:3]1[c:4]([CH2:10][CH2:11][CH3:12])[c:5]([OH:9])[cH:6][cH:7][cH:8]1>>[OH:1][CH2:2][c:3]1[c:4]([CH2:10][CH2:11][CH3:12])[c:5]([OH:9])[cH:6][cH:7][c:8]1[Br:13]. The reactants are BrCC(=O)C=1C=C(SC1C)C(=S)OC (Methyl 4-(2-bromoacetyl)-5-methylthiothiophene-2-carboxylate), CC1=C(C=CC(=C1)Cl)NC(=S)N (2-methyl-4-chlorophenyl thiourea). Product: Br.ClC1=CC(=C(C=C1)NC=1SC=C(N1)C=1C=C(SC1C)C(=S)OC)C (methyl 4-{2-[(4-chloro-2-methylphenyl)amino](1,3-thiazol-4-yl)}-5-methylthiothiophene-2-carboxylate hydrobromide). The yield is 81.7%. Reaction SMILES: [Br:1][CH2:2][C:3]([C:5]1[CH:6]=[C:7]([C:11]([O:13][CH3:14])=[S:12])[S:8][C:9]=1[CH3:10])=O.[CH3:15][C:16]1[CH:21]=[C:20]([Cl:22])[CH:19]=[CH:18][C:17]=1[NH:23][C:24]([NH2:26])=[S:25]>>[BrH:1].[Cl:22][C:20]1[CH:19]=[CH:18][C:17]([NH:23][C:24]2[S:25][CH:2]=[C:3]([C:5]3[CH:6]=[C:7]([C:11]([O:13][CH3:14])=[S:12])[S:8][C:9]=3[CH3:10])[N:26]=2)=[C:16]([CH3:15])[CH:21]=1 |f:2.3|. Procedure: Methyl 4-(2-bromoacetyl)-5-methylthiothiophene-2-carboxylate (50 mg, 0.16 mmol) was allowed to react with 2-methyl-4-chlorophenyl thiourea (32.1 mg) as described in Example 154, step (a), to give 62.2 mg (79% yield) of methyl 4-{2-[(4-chloro-2-methylphenyl)amino](1,3-thiazol-4-yl)}-5-methylthiothiophene-2-carboxylate hydrobromide. 1H NMR (DMSO-6, 300 MHz) δ2.28, 2.29 (s, 3H rotomer), 2.62, 2.66 (s, 3H rotomer), 3.82 (s, 3H), 7.21-7.29 (m, 3H), 8.04, 8.11 (s, 1H rotomer), 8.17 (d, 1H, J=8.8 Hz), ...